This data is from the Open Reaction Database (ORD), a public repository of structured organic reaction records. The task is: describe an organic reaction: reactants, conditions, products, and yield Starting materials: Br, CC(=O)c1ccc(Cl)c(Cl)c1Cl, Cl, [Na+], C1COCCO1, [OH-], O. Yields the product O=C(O)c1ccc(Cl)c(Cl)c1Cl. Reaction SMILES: [Br:3].[Cl:4][c:5]1[c:6]([C:13]([CH3:14])=[O:15])[cH:7][cH:8][c:9]([Cl:12])[c:10]1[Cl:11].[ClH:16].[Na+:2].[O:18]1[CH2:19][CH2:20][O:21][CH2:22][CH2:23]1.[OH-:1].[OH2:17]>>[O:1]=[C:13]([c:6]1[c:5]([Cl:4])[c:10]([Cl:11])[c:9]([Cl:12])[cH:8][cH:7]1)[OH:15].